Dataset: the Open Reaction Database (ORD), a public repository of structured organic reaction records. Task: describe an organic reaction: reactants, conditions, products, and yield Reactants: [BH4-], O=C(c1ccc2ccccc2n1)N1CCC(N(Cc2ccnc3ccccc23)C(=O)C(F)(F)F)CC1Cc1ccccc1, [Na+]. Yields the product O=C(c1ccc2ccccc2n1)N1CCC(NCc2ccnc3ccccc23)CC1Cc1ccccc1. Reaction SMILES: [BH4-:44].[CH2:1]([c:2]1[cH:3][cH:4][cH:5][cH:6][cH:7]1)[CH:8]1[N:9]([C:32](=[O:33])[c:34]2[n:35][c:36]3[cH:37][cH:38][cH:39][cH:40][c:41]3[cH:42][cH:43]2)[CH2:10][CH2:11][CH:12]([N:14]([C:15](=[O:16])[C:17]([F:18])([F:19])[F:20])[CH2:21][c:22]2[cH:23][cH:24][n:25][c:26]3[cH:27][cH:28][cH:29][cH:30][c:31]23)[CH2:13]1.[Na+:45]>>[CH2:1]([c:2]1[cH:3][cH:4][cH:5][cH:6][cH:7]1)[CH:8]1[N:9]([C:32](=[O:33])[c:34]2[n:35][c:36]3[cH:37][cH:38][cH:39][cH:40][c:41]3[cH:42][cH:43]2)[CH2:10][CH2:11][CH:12]([NH:14][CH2:21][c:22]2[cH:23][cH:24][n:25][c:26]3[cH:27][cH:28][cH:29][cH:30][c:31]23)[CH2:13]1. Reactants: CO, Fc1ccc(C2CCNCC2C=Cc2ccc3ccccc3c2)cc1. The product is Fc1ccc(C2CCNCC2CCc2ccc3ccccc3c2)cc1. Reaction SMILES: [CH3:26][OH:27].[F:1][c:2]1[cH:3][cH:4][c:5]([CH:8]2[CH:9]([CH:14]=[CH:15][c:16]3[cH:17][c:18]4[cH:19][cH:20][cH:21][cH:22][c:23]4[cH:24][cH:25]3)[CH2:10][NH:11][CH2:12][CH2:13]2)[cH:6][cH:7]1>>[F:1][c:2]1[cH:3][cH:4][c:5]([CH:8]2[CH:9]([CH2:14][CH2:15][c:16]3[cH:17][c:18]4[cH:19][cH:20][cH:21][cH:22][c:23]4[cH:24][cH:25]3)[CH2:10][NH:11][CH2:12][CH2:13]2)[cH:6][cH:7]1. Starting materials: COC(=O)c1cccc(CC(C)(C)NCC(O[Si](C)(C)C(C)(C)C)c2ccc(O)c(CO)c2)c1, [Na+], C1COCCO1, [OH-], O. Product: CC(C)(Cc1cccc(C(=O)O)c1)NCC(O[Si](C)(C)C(C)(C)C)c1ccc(O)c(CO)c1. Reaction SMILES: [CH3:1][O:2][C:3]([c:4]1[cH:5][c:6]([CH2:10][C:11]([CH3:12])([CH3:13])[NH:14][CH2:15][CH:16]([c:17]2[cH:18][c:19]([CH2:24][OH:25])[c:20]([OH:23])[cH:21][cH:22]2)[O:26][Si:27]([CH3:28])([CH3:29])[C:30]([CH3:31])([CH3:32])[CH3:33])[cH:7][cH:8][cH:9]1)=[O:34].[Na+:36].[O:38]1[CH2:39][CH2:40][O:41][CH2:42][CH2:43]1.[OH-:35].[OH2:37]>>[O:2]=[C:3]([c:4]1[cH:5][c:6]([CH2:10][C:11]([CH3:12])([CH3:13])[NH:14][CH2:15][CH:16]([c:17]2[cH:18][c:19]([CH2:24][OH:25])[c:20]([OH:23])[cH:21][cH:22]2)[O:26][Si:27]([CH3:28])([CH3:29])[C:30]([CH3:31])([CH3:32])[CH3:33])[cH:7][cH:8][cH:9]1)[OH:34]. The reactants are Cl.C(C#C)C1OC=CC=C1 (propargyloxamine hydrochloride), CC12C(CC(CC1)C2(C)C)=O ((±)-1,7,7-trimethyl-bicyclo[2,2,1]heptane-2-one), N1=CC=CC=C1 (pyridine). Run in C(C)O (ethanol). Reaction conditions: time 3 hour. Yields the product C(C#C)ON=C1C2(CCC(C1)C2(C)C)C ((±)-2-(propargyloxyimino)-1,7,7-trimethyl-bicyclo[2,2,1]heptane). Yield: 74.0%. RXN SMILES: Cl.[CH2:2]([CH:5]1C=CC=C[O:6]1)[C:3]#C.[CH3:11][C:12]12[C:18]([CH3:20])([CH3:19])[CH:15]([CH2:16][CH2:17]1)[CH2:14][C:13]2=O.[N:22]1C=CC=CC=1>C(O)C>[CH2:5]([O:6][N:22]=[C:13]1[CH2:14][CH:15]2[C:18]([CH3:20])([CH3:19])[C:12]1([CH3:11])[CH2:17][CH2:16]2)[C:2]#[CH:3] |f:0.1|. Reported procedure: 59.0 g (0.55 mole) of propargyloxamine hydrochloride are added to a solution of 76 g (0.5 mole) of (±)-1,7,7-trimethyl-bicyclo[2,2,1]heptane-2-one in 225 ml of pyridine and 450 ml of dry ethanol. The reaction mixture is boiled for 3 hours and then it is evaporated in vacuo. The residue is diluted with water, and the aqueous mixture is extracted with dichloroethane. The dichloroethane solution is evaporated, and the residue is subjected to fractional distillation in vacuo. 76.0 g (74.0%) of (±)-2... Starting materials: CCCc1cc(-c2nc3c(s2)CCCC3)ccc1OCCCOc1ccc2c(ccn2CC(=O)OC)c1, C1CCOC1, [Li+], [OH-], O, O. RXN SMILES: [CH2:1]([CH2:2][CH3:3])[c:4]1[c:5]([O:6][CH2:7][CH2:8][CH2:9][O:10][c:11]2[cH:12][c:13]3[cH:14][cH:15][n:16]([CH2:20][C:21](=[O:22])[O:23][CH3:24])[c:17]3[cH:18][cH:19]2)[cH:25][cH:26][c:27](-[c:29]2[s:30][c:31]3[c:32]([n:33]2)[CH2:34][CH2:35][CH2:36][CH2:37]3)[cH:28]1.[CH2:41]1[O:42][CH2:43][CH2:44][CH2:45]1.[Li+:39].[OH-:38].[OH2:40].[OH2:46]>>[CH2:1]([CH2:2][CH3:3])[c:4]1[c:5]([O:6][CH2:7][CH2:8][CH2:9][O:10][c:11]2[cH:12][c:13]3[cH:14][cH:15][n:16]([CH2:20][C:21](=[O:22])[OH:23])[c:17]3[cH:18][cH:19]2)[cH:25][cH:26][c:27](-[c:29]2[s:30][c:31]3[c:32]([n:33]2)[CH2:34][CH2:35][CH2:36][CH2:37]3)[cH:28]1. Yields the product CCCc1cc(-c2nc3c(s2)CCCC3)ccc1OCCCOc1ccc2c(ccn2CC(=O)O)c1. Reactants: Nc1nc2nc(SCc3ccccc3)nc(Cl)c2s1, CC(N)CO. The product is CC(CO)Nc1nc(SCc2ccccc2)nc2nc(N)sc12. Reaction SMILES: [Cl:1][c:2]1[c:3]2[c:4]([n:5][c:6]([S:8][CH2:9][c:10]3[cH:11][cH:12][cH:13][cH:14][cH:15]3)[n:7]1)[n:16][c:17]([NH2:19])[s:18]2.[NH2:20][CH:21]([CH2:22][OH:23])[CH3:24]>>[c:2]1([NH:20][CH:21]([CH2:22][OH:23])[CH3:24])[c:3]2[c:4]([n:5][c:6]([S:8][CH2:9][c:10]3[cH:11][cH:12][cH:13][cH:14][cH:15]3)[n:7]1)[n:16][c:17]([NH2:19])[s:18]2. The reactants are CO, COC(=O)n1ncc2c(NC(=O)NCc3ccc(N4C5CCCC4CC5)c(C(F)(F)F)c3)cccc21, [Na+], [OH-]. The product is O=C(NCc1ccc(N2C3CCCC2CC3)c(C(F)(F)F)c1)Nc1cccc2[nH]ncc12. RXN SMILES: [CH3:39][OH:40].[CH:1]12[CH2:2][CH2:3][CH2:4][CH:5]([CH2:6][CH2:7]1)[N:8]2[c:9]1[c:10]([C:33]([F:34])([F:35])[F:36])[cH:11][c:12]([CH2:13][NH:14][C:15](=[O:16])[NH:17][c:18]2[c:19]3[cH:20][n:21][n:22]([C:27]([O:28][CH3:29])=[O:30])[c:23]3[cH:24][cH:25][cH:26]2)[cH:31][cH:32]1.[Na+:38].[OH-:37]>>[CH:1]12[CH2:2][CH2:3][CH2:4][CH:5]([CH2:6][CH2:7]1)[N:8]2[c:9]1[c:10]([C:33]([F:34])([F:35])[F:36])[cH:11][c:12]([CH2:13][NH:14][C:15](=[O:16])[NH:17][c:18]2[c:19]3[cH:20][n:21][nH:22][c:23]3[cH:24][cH:25][cH:26]2)[cH:31][cH:32]1. Starting materials: C(CC)C1=CC=C(C=C1)C=1C=C2C=CC(=CC2=CC1)O (6-(4-propylphenyl)naphthalene-2-ol), F[N+]1=C(C=CC(=C1)OC(F)(F)F)S(=O)(=O)[O-] (N-fluoro-5-trifluoromethoxypyridinium-2-sulfonate). Solvent: ClCCl (dichloromethane). Conditions: time 18 hour. Yields the product FC1=C(C=CC2=CC(=CC=C12)C1=CC=C(C=C1)CCC)O (1-fluoro-6-(4-propylphenyl)naphthalene-2-ol). The yield is 73.7%. RXN SMILES: [CH2:1]([C:4]1[CH:9]=[CH:8][C:7]([C:10]2[CH:11]=[C:12]3[C:17](=[CH:18][CH:19]=2)[CH:16]=[C:15]([OH:20])[CH:14]=[CH:13]3)=[CH:6][CH:5]=1)[CH2:2][CH3:3].[F:21][N+]1C=C(OC(F)(F)F)C=CC=1S([O-])(=O)=O>ClCCl>[F:21][C:16]1[C:17]2[C:12](=[CH:11][C:10]([C:7]3[CH:6]=[CH:5][C:4]([CH2:1][CH2:2][CH3:3])=[CH:9][CH:8]=3)=[CH:19][CH:18]=2)[CH:13]=[CH:14][C:15]=1[OH:20]. Procedure details: 3.4 g of 4-propylphenylboric acid (obtained by reacting a Grignard reagent prepared from 1-bromo-4-propylbenzene with trimethyl borate, and then subjecting the product to hydrolysis with hydrochloric acid) and 25.5 g of 6-bromo-2-naphthol were dissolved in a mixture of 92 ml of toluene, 46 ml of ethanol and 92 ml of water. To the solution were then added 25.5 g of potassium carbonate and 1.3 g of tetrakis(triphenylphosphine)palladium (0). The reaction mixture was then stirred at a temperature of...